This data is from the Open Reaction Database (ORD), a public repository of structured organic reaction records. The task is: describe an organic reaction: reactants, conditions, products, and yield Starting materials: ClC=1C(=C(C=CC1)[C@H]1[C@@H](N[C@H]([C@]1(C#N)C1=C(C=C(C=C1)Cl)F)CC(C)(C)C)C(=O)NC=1C=C2C=CC(=CC2=CC1)C(=O)OC)F (methyl 6-((2R,3S,4R,5S)-3-(3-chloro-2-fluorophenyl)-4-(4-chloro-2-fluorophenyl)-4-cyano-5-neopentylpyrrolidine-2-carboxamido)-2-naphthoate), [Br-].[Al+3].[Br-].[Br-] (aluminum bromide), CSC (dimethyl sulfide). Solvent: C(Cl)Cl (methylene chloride). Reaction conditions: time 8 hour. Product: ClC=1C(=C(C=CC1)[C@H]1[C@@H](N[C@H]([C@]1(C#N)C1=C(C=C(C=C1)Cl)F)CC(C)(C)C)C(=O)NC=1C=C2C=CC(=CC2=CC1)C(=O)O)F (rac 6-((2R,3S,4R,5S)-3-(3-chloro-2-fluorophenyl)-4-(4-chloro-2-fluorophenyl)-4-cyano-5-neopentylpyrrolidine-2-carboxamido)-2-naphthoic acid). RXN SMILES: [Cl:1][C:2]1[C:3]([F:45])=[C:4]([C@@H:8]2[C@:12]([C:15]3[CH:20]=[CH:19][C:18]([Cl:21])=[CH:17][C:16]=3[F:22])([C:13]#[N:14])[C@H:11]([CH2:23][C:24]([CH3:27])([CH3:26])[CH3:25])[NH:10][C@H:9]2[C:28]([NH:30][C:31]2[CH:32]=[C:33]3[C:38](=[CH:39][CH:40]=2)[CH:37]=[C:36]([C:41]([O:43]C)=[O:42])[CH:35]=[CH:34]3)=[O:29])[CH:5]=[CH:6][CH:7]=1.[Br-].[Al+3].[Br-].[Br-].CSC>C(Cl)Cl>[Cl:1][C:2]1[C:3]([F:45])=[C:4]([C@@H:8]2[C@:12]([C:15]3[CH:20]=[CH:19][C:18]([Cl:21])=[CH:17][C:16]=3[F:22])([C:13]#[N:14])[C@H:11]([CH2:23][C:24]([CH3:27])([CH3:26])[CH3:25])[NH:10][C@H:9]2[C:28]([NH:30][C:31]2[CH:32]=[C:33]3[C:38](=[CH:39][CH:40]=2)[CH:37]=[C:36]([C:41]([OH:43])=[O:42])[CH:35]=[CH:34]3)=[O:29])[CH:5]=[CH:6][CH:7]=1 |f:1.2.3.4|. Reported procedure: To a stirred solution of methyl 6-((2R,3S,4R,5S)-3-(3-chloro-2-fluorophenyl)-4-(4-chloro-2-fluorophenyl)-4-cyano-5-neopentylpyrrolidine-2-carboxamido)-2-naphthoate (120 mg, 0.184 mmol) in methylene chloride 10 ml), aluminum bromide (295 mg, 1.11 mmol) and dimethyl sulfide (150 ul, 2.03 mmol) were added and the mixture was stirred at rt for overnight. LC/mass indicates complete reaction. Reactants: N#Cc1ccc(S(=O)(=O)Cl)cc1, ClCCl, [Na+], [Na+], O=C([O-])[O-], OC1CCNC1. Yields the product N#Cc1ccc(S(=O)(=O)N2CCC(O)C2)cc1. RXN SMILES: [C:13](#[N:14])[c:15]1[cH:16][cH:17][c:18]([S:21](=[O:22])(=[O:23])[Cl:24])[cH:19][cH:20]1.[Cl:25][CH2:26][Cl:27].[Na+:7].[Na+:8].[O-:9][C:10](=[O:11])[O-:12].[OH:1][CH:2]1[CH2:3][CH2:4][NH:5][CH2:6]1>>[OH:1][CH:2]1[CH2:3][CH2:4][N:5]([S:21]([c:18]2[cH:17][cH:16][c:15]([C:13]#[N:14])[cH:20][cH:19]2)(=[O:22])=[O:23])[CH2:6]1. The reactants are NC(=O)c1ncc[nH]1, C=CCOC(=O)N1CC(OS(C)(=O)=O)CC1CCOS(C)(=O)=O. Yields the product C=CCOC(=O)N1CC(OS(C)(=O)=O)CC1CCn1ccnc1C(N)=O. As a reaction SMILES: [C:24]([NH2:25])(=[O:26])[c:27]1[nH:28][cH:29][cH:30][n:31]1.[CH2:1]([CH:2]=[CH2:3])[O:4][C:5](=[O:6])[N:7]1[CH:8]([CH2:17][CH2:18][O:19][S:20]([CH3:21])(=[O:22])=[O:23])[CH2:9][CH:10]([O:12][S:13](=[O:14])(=[O:15])[CH3:16])[CH2:11]1>>[CH2:1]([CH:2]=[CH2:3])[O:4][C:5](=[O:6])[N:7]1[CH:8]([CH2:17][CH2:18][n:28]2[c:27]([C:24]([NH2:25])=[O:26])[n:31][cH:30][cH:29]2)[CH2:9][CH:10]([O:12][S:13](=[O:14])(=[O:15])[CH3:16])[CH2:11]1. As a reaction SMILES: [CH3:1][O:2][C:3]1[N:8]=[CH:7][C:6]([N:9]([CH2:20][C:21]([OH:23])=O)[S:10]([C:13]2[C:14]([CH3:19])=[CH:15][CH:16]=[CH:17][CH:18]=2)(=[O:12])=[O:11])=[CH:5][CH:4]=1.[CH2:24]([NH:26][CH2:27][C:28]1[S:29][CH:30]=[CH:31][N:32]=1)[CH3:25]>>[CH2:24]([N:26]([CH2:27][C:28]1[S:29][CH:30]=[CH:31][N:32]=1)[C:21](=[O:23])[CH2:20][N:9]([C:6]1[CH:7]=[N:8][C:3]([O:2][CH3:1])=[CH:4][CH:5]=1)[S:10]([C:13]1[C:14]([CH3:19])=[CH:15][CH:16]=[CH:17][CH:18]=1)(=[O:11])=[O:12])[CH3:25]. Reported procedure: prepared by reaction of [(6-methoxy-pyridin-3-yl)-(toluene-2-sulfonyl)-amino]-acetic acid with ethyl-thiazol-2-ylmethyl-amine Starting materials: COC1=CC=C(C=N1)N(S(=O)(=O)C=1C(=CC=CC1)C)CC(=O)O ([(6-methoxy-pyridin-3-yl)-(toluene-2-sulfonyl)-amino]-acetic acid), C(C)NCC=1SC=CN1 (ethyl-thiazol-2-ylmethyl-amine). The product is C(C)N(C(CN(S(=O)(=O)C=1C(=CC=CC1)C)C=1C=NC(=CC1)OC)=O)CC=1SC=CN1 (N-Ethyl-2-[(6-methoxy-pyridin-3-yl)-(toluene-2-sulfonyl)-amino]-N-thiazol-2-ylmethyl-acetamide). Reactants: C1(=CC=CC=C1)P(C1=CC=CC=C1)C1=CC=CC=C1 (triphenylphosphine), C(Br)(Br)(Br)Br (carbon tetrabromide), OCCCCOC=1C=C2C(=CNC2=CC1)CCNC(C)=O (N-{2-[5-(4-Hydroxybutoxy)-1H-indol-3-yl]ethyl}acetamide). Solvent: C(C)#N (acetonitrile). Product: BrCCCCOC=1C=C2C(=CNC2=CC1)CCNC(C)=O (N-{2-[5-(4-Bromobutoxy)-1H-indol-3-yl]ethyl}acetamide). As a reaction SMILES: O[CH2:2][CH2:3][CH2:4][CH2:5][O:6][C:7]1[CH:8]=[C:9]2[C:13](=[CH:14][CH:15]=1)[NH:12][CH:11]=[C:10]2[CH2:16][CH2:17][NH:18][C:19](=[O:21])[CH3:20].C1(P(C2C=CC=CC=2)C2C=CC=CC=2)C=CC=CC=1.C(Br)(Br)(Br)[Br:42]>C(#N)C>[Br:42][CH2:2][CH2:3][CH2:4][CH2:5][O:6][C:7]1[CH:8]=[C:9]2[C:13](=[CH:14][CH:15]=1)[NH:12][CH:11]=[C:10]2[CH2:16][CH2:17][NH:18][C:19](=[O:21])[CH3:20]. Procedure: 3.92 g of the compound obtained in Step B are dissolved in 50 ml of acetonitrile, and then 5.31 g of triphenylphosphine and 6.71 g of carbon tetrabromide are added with stirring. After leaving at room temperature overnight, the acetonitrile is removed by evaporation in vacuo and the resulting residue is purified by chromatography over a column of silica gel (eluant: dichloromethane/methanol 96/4). Oil. Starting materials: [C-]#N.[Na+] (sodium cyanide), C1(CCCCC1)Br (cyclohexyl bromide), CN(C)C=O (DMF). Yields the product C1(CCCCC1)CC#N (Cyclohexyl acetonitrile). As a reaction SMILES: [C-:1]#N.[Na+].[CH:4]1(Br)[CH2:9][CH2:8][CH2:7][CH2:6][CH2:5]1.C[N:12]([CH:14]=O)C>>[CH:4]1([CH2:1][C:14]#[N:12])[CH2:9][CH2:8][CH2:7][CH2:6][CH2:5]1 |f:0.1|. Procedure details: A solution of sodium cyanide (2.77 g, 56.5 mmol) in 70 ml of DMF was treated with cyclohexyl bromide (7.9 ml, 56.5 mmol), under N2. The reaction mixture was reacted for 48 hours and then partitioned between EtOAc and H2O. The resultant layers were separated and the organic layer was concentrated in vacuo. The crude material was purified using flash chromatography (eluent of 5% EtOAc in hexanes).